Dataset: the Open Reaction Database (ORD), a public repository of structured organic reaction records. Task: describe an organic reaction: reactants, conditions, products, and yield The reactants are O=C(Cl)OCc1ccccc1, COC(=O)C(COCc1ccc(OCCc2coc(-c3ccccc3)n2)cc1)NC(c1ccccc1)(c1ccccc1)c1ccccc1, CCOCC, CCOC(C)=O, CC#N, CO, Cl, O=P(O)(O)O. The product is COC(=O)C(COCc1ccc(OCCc2coc(-c3ccccc3)n2)cc1)NC(=O)OCc1ccccc1. RXN SMILES: [CH2:55]([c:56]1[cH:57][cH:58][cH:59][cH:60][cH:61]1)[O:62][C:63](=[O:64])[Cl:65].[CH3:1][O:2][C:3]([CH:4]([NH:5][C:6]([c:7]1[cH:8][cH:9][cH:10][cH:11][cH:12]1)([c:13]1[cH:14][cH:15][cH:16][cH:17][cH:18]1)[c:19]1[cH:20][cH:21][cH:22][cH:23][cH:24]1)[CH2:25][O:26][CH2:27][c:28]1[cH:29][cH:30][c:31]([O:34][CH2:35][CH2:36][c:37]2[n:38][c:39](-[c:42]3[cH:43][cH:44][cH:45][cH:46][cH:47]3)[o:40][cH:41]2)[cH:32][cH:33]1)=[O:48].[CH3:66][CH2:67][O:68][CH2:69][CH3:70].[CH3:71][CH2:72][O:73][C:74](=[O:75])[CH3:76].[CH3:77][C:78]#[N:79].[CH3:80][OH:81].[ClH:49].[P:50](=[O:51])([OH:52])([OH:53])[OH:54]>>[CH3:1][O:2][C:3]([CH:4]([NH:5][C:63]([O:62][CH2:55][c:56]1[cH:57][cH:58][cH:59][cH:60][cH:61]1)=[O:64])[CH2:25][O:26][CH2:27][c:28]1[cH:29][cH:30][c:31]([O:34][CH2:35][CH2:36][c:37]2[n:38][c:39](-[c:42]3[cH:43][cH:44][cH:45][cH:46][cH:47]3)[o:40][cH:41]2)[cH:32][cH:33]1)=[O:48]. Reactants: O=C([O-])[O-], CN1CCCC1=O, CCOC(C)=O, [Cs+], [Cs+], OC1CC=C(c2cccnc2F)CC1, Oc1ccc(Nc2nc3ccccc3s2)cc1. Yields the product OC1CC=C(c2cccnc2Oc2ccc(Nc3nc4ccccc4s3)cc2)CC1. Reaction SMILES: [C:1](=[O:2])([O-:3])[O-:4].[CH3:38][N:39]1[CH2:40][CH2:41][CH2:42][C:43]1=[O:44].[CH3:45][CH2:46][O:47][C:48](=[O:49])[CH3:50].[Cs+:5].[Cs+:6].[F:24][c:25]1[n:26][cH:27][cH:28][cH:29][c:30]1[C:31]1=[CH:32][CH2:33][CH:34]([OH:37])[CH2:35][CH2:36]1.[s:7]1[c:8]([NH:16][c:17]2[cH:18][cH:19][c:20]([OH:23])[cH:21][cH:22]2)[n:9][c:10]2[c:11]1[cH:12][cH:13][cH:14][cH:15]2>>[s:7]1[c:8]([NH:16][c:17]2[cH:18][cH:19][c:20]([O:23][c:25]3[n:26][cH:27][cH:28][cH:29][c:30]3[C:31]3=[CH:32][CH2:33][CH:34]([OH:37])[CH2:35][CH2:36]3)[cH:21][cH:22]2)[n:9][c:10]2[c:11]1[cH:12][cH:13][cH:14][cH:15]2. Starting materials: [OH-].[Na+] (sodium hydroxide), S(O)(O)(=O)=O (sulfuric acid), ClCC([C@H](CC1=CC=CC=C1)NC(=O)OC)=O ((3S)-1-chloro-3-methoxycarbonylamino-4-phenyl-2-butanone). Reported procedure: A culture was obtained by the same method as in Example 1 using Candida gropengiesseri IFO 0659 as the microorganism and adjusted to pH 6 with an aqueous sodium hydroxide solution and an aqueous sulfuric acid solution. A 75-ml portion of this culture was separated into a supernatant and cells by centrifugation. To the whole amount of the cells was added a portion of the supernatant to make the total volume 25 ml. This cell suspension (25 ml), 1 g of glucose and 250 mg of (3S)-1-chloro-3-methoxyc... Yield: 61.0%. Reaction conditions: time 1 day. RXN SMILES: [OH-].[Na+].S(=O)(=O)(O)O.[Cl:8][CH2:9][C:10](=[O:24])[C@@H:11]([NH:19][C:20]([O:22][CH3:23])=[O:21])[CH2:12][C:13]1[CH:18]=[CH:17][CH:16]=[CH:15][CH:14]=1>>[Cl:8][CH2:9][C@@H:10]([OH:24])[C@@H:11]([NH:19][C:20]([O:22][CH3:23])=[O:21])[CH2:12][C:13]1[CH:18]=[CH:17][CH:16]=[CH:15][CH:14]=1 |f:0.1|. Yields the product ClC[C@H]([C@H](CC1=CC=CC=C1)NC(=O)OC)O ((2S,3S)-1-chloro-3-methoxycarbonylamino-4-phenyl-2-butanol). As a reaction SMILES: [CH2:26]1[CH2:27][O:28][CH2:29][CH2:30][NH:31]1.[CH3:32][C:33]#[N:34].[Cl:1][c:2]1[n:3][c:4]([N:17]=[CH:18][N:19]([CH:20]([CH3:21])[CH3:22])[CH:23]([CH3:24])[CH3:25])[n:5][cH:6][c:7]1[C:8]#[C:9][c:10]1[cH:11][cH:12][c:13]([Cl:16])[cH:14][cH:15]1>>[c:2]1([N:31]2[CH2:26][CH2:27][O:28][CH2:29][CH2:30]2)[n:3][c:4]([N:17]=[CH:18][N:19]([CH:20]([CH3:21])[CH3:22])[CH:23]([CH3:24])[CH3:25])[n:5][cH:6][c:7]1[C:8]#[C:9][c:10]1[cH:11][cH:12][c:13]([Cl:16])[cH:14][cH:15]1. Product: CC(C)N(C=Nc1ncc(C#Cc2ccc(Cl)cc2)c(N2CCOCC2)n1)C(C)C. The reactants are C1COCCN1, CC#N, CC(C)N(C=Nc1ncc(C#Cc2ccc(Cl)cc2)c(Cl)n1)C(C)C. Reactants: ClC=1C(=C2C(=NC1)NC(=C2)C2=CC=C(C=C2)NC(CN(C)C)=O)C2=CN=C(S2)C2(CCC2)OCOC (N-(4-(5-chloro-4-(2-(1-(methoxymethoxy)cyclobutyl)thiazol-5-yl)-1H-pyrrolo[2,3-b]pyridin-2-yl)phenyl)-2-(dimethylamino)acetamide), ClC=1C(=C2C(=NC1)NC(=C2)C2=NOC(=N2)C2CN(CCC2)C(=O)OC(C)(C)C)C2=CN=C(S2)C2(CCC2)OCOC (tert-butyl 3-(3-(5-chloro-4-(2-(1-(methoxymethoxy)cyclobutyl)thiazol-5-yl)-1H-pyrrolo[2,3-b]pyridin-2-yl)-1,2,4-oxadiazol-5-yl)piperidine-1-carboxylate). Product: ClC=1C(=C2C(=NC1)NC(=C2)C2=CC=C(C=C2)NC(CN(C)C)=O)C2=CN=C(S2)C2(CCC2)O (N-(4-(5-chloro-4-(2-(1-hydroxycyclobutyl)thiazol-5-yl)-1H-pyrrolo[2,3-b]pyridin-2-yl)phenyl)-2-(dimethylamino)acetamide). Reaction SMILES: [Cl:1][C:2]1[C:3]([C:24]2[S:28][C:27]([C:29]3([O:33]COC)[CH2:32][CH2:31][CH2:30]3)=[N:26][CH:25]=2)=[C:4]2[CH:10]=[C:9]([C:11]3[CH:16]=[CH:15][C:14]([NH:17][C:18](=[O:23])[CH2:19][N:20]([CH3:22])[CH3:21])=[CH:13][CH:12]=3)[NH:8][C:5]2=[N:6][CH:7]=1.ClC1C(C2SC(C3(OCOC)CCC3)=NC=2)=C2C=C(C3N=C(C4CCCN(C(OC(C)(C)C)=O)C4)ON=3)NC2=NC=1>>[Cl:1][C:2]1[C:3]([C:24]2[S:28][C:27]([C:29]3([OH:33])[CH2:30][CH2:31][CH2:32]3)=[N:26][CH:25]=2)=[C:4]2[CH:10]=[C:9]([C:11]3[CH:16]=[CH:15][C:14]([NH:17][C:18](=[O:23])[CH2:19][N:20]([CH3:22])[CH3:21])=[CH:13][CH:12]=3)[NH:8][C:5]2=[N:6][CH:7]=1. Procedure: The title compound was prepared as described in Example 22E, substituting N-(4-(5-chloro-4-(2-(1-(methoxymethoxy)cyclobutyl)thiazol-5-yl)-1H-pyrrolo[2,3-b]pyridin-2-yl)phenyl)-2-(dimethylamino)acetamide (Example 23C) for 1 tert-butyl 3-(3-(5-chloro-4-(2-(1-(methoxymethoxy)cyclobutyl)thiazol-5-yl)-1H-pyrrolo[2,3-b]pyridin-2-yl)-1,2,4-oxadiazol-5-yl)piperidine-1-carboxylate (Example 22D). 1H NMR (500 MHz, DMSO-d6) ppm 12.49 (s, 1H) 9.88 (s, 1H) 8.31 (s, 1H) 8.25 (s, 1H) 7.95 (d, 2H) 7.78 (d, 2H) 6... Reactants: Cl (HCl), C(C)(C)(C)OC(=O)N1CC2CN(CC(C1)O2)CCNS(=O)(=O)C2=CC=C(C=C2)F (7-[2-(4-Fluoro-benzenesulfonylamino)-ethyl]-9-oxa-3,7-diaza-bicyclo[3.3.1]nonane-3-carboxylic acid tert-butyl ester). The solvent is O1CCOCC1 (dioxane), O1CCOCC1 (dioxane). Conditions: time 1 hour. Product: Cl.FC1=CC=C(C=C1)S(=O)(=O)NCCN1CC2CNCC(C1)O2 (4-Fluoro-N-[2-(9-oxa-3,7-diaza-bicyclo[3.3.1]non-3-yl)-ethyl]-benzenesulfonamide , hydrochloride salt). RXN SMILES: [ClH:1].C(OC([N:9]1[CH2:16][CH:15]2[O:17][CH:11]([CH2:12][N:13]([CH2:18][CH2:19][NH:20][S:21]([C:24]3[CH:29]=[CH:28][C:27]([F:30])=[CH:26][CH:25]=3)(=[O:23])=[O:22])[CH2:14]2)[CH2:10]1)=O)(C)(C)C>O1CCOCC1>[ClH:1].[F:30][C:27]1[CH:28]=[CH:29][C:24]([S:21]([NH:20][CH2:19][CH2:18][N:13]2[CH2:14][CH:15]3[O:17][CH:11]([CH2:10][NH:9][CH2:16]3)[CH2:12]2)(=[O:23])=[O:22])=[CH:25][CH:26]=1 |f:3.4|. Procedure: HCl in dioxane (50 ml) was added to a solution of 7-[2-(4-Fluoro-benzenesulfonylamino)-ethyl]-9-oxa-3,7-diaza-bicyclo[3.3.1]nonane-3-carboxylic acid tert-butyl ester (4 g; see step (ii) above) in dry dioxane (50 ml) at RT and the reaction mixture was stirred at RT for 1 h. Dioxane was decanted, precipitated solid was washed with dry diethyl ether (three times) and dried under vacuum to give the title compound as pale yellow solid. Yield: 3.55 g